From a dataset of the Open Reaction Database (ORD), a public repository of structured organic reaction records. describe an organic reaction: reactants, conditions, products, and yield Starting materials: Br, COc1ccc(-n2nc3c4ccccc4[nH]cc-3c2=O)cc1. The product is O=c1c2c[nH]c3ccccc3c-2nn1-c1ccc(O)cc1. Reaction SMILES: [BrH:23].[CH3:1][O:2][c:3]1[cH:4][cH:5][c:6](-[n:9]2[n:10][c:11]3[c:20]4[c:15]([nH:14][cH:13][c:12]-3[c:21]2=[O:22])[cH:16][cH:17][cH:18][cH:19]4)[cH:7][cH:8]1>>[OH:2][c:3]1[cH:4][cH:5][c:6](-[n:9]2[n:10][c:11]3[c:20]4[c:15]([nH:14][cH:13][c:12]-3[c:21]2=[O:22])[cH:16][cH:17][cH:18][cH:19]4)[cH:7][cH:8]1. Reactants: OC1=C(C=NC=2N1N=CC2)C(=O)OCC (ethyl 7-hydroxypyrazolo[1,5-a]pyrimidine-6-carboxylate), ClC1=C(N)C=C(C=C1)F (2-chloro-5-fluoroaniline). The product is ClC1=C(C=C(C=C1)F)NC1=C(C=NC=2N1N=CC2)C(=O)OCC (Ethyl 7-(2-chloro-5-fluorophenylamino)pyrazolo[1,5-a]pyrimidine-6-carboxylate). Yield: 83.9%. Reaction SMILES: O[C:2]1[N:7]2[N:8]=[CH:9][CH:10]=[C:6]2[N:5]=[CH:4][C:3]=1[C:11]([O:13][CH2:14][CH3:15])=[O:12].[Cl:16][C:17]1[CH:23]=[CH:22][C:21]([F:24])=[CH:20][C:18]=1[NH2:19]>>[Cl:16][C:17]1[CH:23]=[CH:22][C:21]([F:24])=[CH:20][C:18]=1[NH:19][C:2]1[N:7]2[N:8]=[CH:9][CH:10]=[C:6]2[N:5]=[CH:4][C:3]=1[C:11]([O:13][CH2:14][CH3:15])=[O:12]. Reported procedure: Using ethyl 7-hydroxypyrazolo[1,5-a]pyrimidine-6-carboxylate (3.5 g, 16.9 mmol) and 2-chloro-5-fluoroaniline (2.21 g, 15.2 mmol) instead of 4-fluoro-2-methylaniline, and in the same manner as in Example 1 step 1, the title compound (4.27 g, 75%) was obtained. Run in C1(=CC=CC=C1)C (toluene), petroleum ether. RXN SMILES: [Br:1][C:2]1[C:3]([O:5][C:6](=[O:8])[CH:7]=1)=[O:4].C([OH:19])CCCCCCC(C)C>C1(C)C=CC=CC=1>[Br:1]/[C:2](=[CH:7]/[C:6]([OH:5])=[O:8])/[C:3]([OH:19])=[O:4]. Starting materials: Br/C=1/C(=O)OC(\C1)=O (Bromomaleic anhydride), C(CCCCCCC(C)C)O (isodecanol). Product: bis(isodecyl)ester, Br/C(/C(=O)O)=C/C(=O)O (bromomaleic acid). Procedure: Bromomaleic anhydride (19.5 g), isodecanol (69.5 g) p-toluene sulphonic acid (2 g) and toluene (70 ml) were stirred and boiled under reflux below a Dean-Stark trap of volume 15 ml for 2.5 hours. The solution was then cooled with petroleum ether and the petroleum ether solution was washed with water. The solvent and excess isodecanol were distilled under reduced pressure, finally at 100°/0.2 mm of mercury pressure, leaving the bis(isodecyl)ester of bromomaleic acid (56 g) as an oil with an estima... Yield: 260.6%. Reactants: CN(C)C1(Cc2ccccc2)CC=C(c2[nH]c3ccccc3c2CCCC(=O)O)CC1, CO, [H][H], [Pd]. The product is CN(C)C1(Cc2ccccc2)CCC(c2[nH]c3ccccc3c2CCCC(=O)O)CC1. As a reaction SMILES: [CH2:1]([c:2]1[cH:3][cH:4][cH:5][cH:6][cH:7]1)[C:8]1([N:29]([CH3:30])[CH3:31])[CH2:9][CH:10]=[C:11]([c:14]2[nH:15][c:16]3[cH:17][cH:18][cH:19][cH:20][c:21]3[c:22]2[CH2:23][CH2:24][CH2:25][C:26](=[O:27])[OH:28])[CH2:12][CH2:13]1.[CH3:35][OH:36].[H:32][H:33].[Pd:34]>>[CH2:1]([c:2]1[cH:3][cH:4][cH:5][cH:6][cH:7]1)[C:8]1([N:29]([CH3:30])[CH3:31])[CH2:9][CH2:10][CH:11]([c:14]2[nH:15][c:16]3[cH:17][cH:18][cH:19][cH:20][c:21]3[c:22]2[CH2:23][CH2:24][CH2:25][C:26](=[O:27])[OH:28])[CH2:12][CH2:13]1. The reactants are BrC1=CC(=C(C=C1)O)[N+](=O)[O-] (4-bromo-2-nitrophenol), O.O.[Sn](Cl)Cl (tin(II) chloride dihydrate), C(=O)(O)[O-].[Na+] (NaHCO3). The solvent is CO (MeOH). Yields the product NC1=C(C=CC(=C1)Br)O (2-amino-4-bromophenol). Reaction SMILES: [Br:1][C:2]1[CH:7]=[CH:6][C:5]([OH:8])=[C:4]([N+:9]([O-])=O)[CH:3]=1.O.O.[Sn](Cl)Cl.C([O-])(O)=O.[Na+]>CO>[NH2:9][C:4]1[CH:3]=[C:2]([Br:1])[CH:7]=[CH:6][C:5]=1[OH:8] |f:1.2.3,4.5|. Procedure details: To a stirred solution of 4-bromo-2-nitrophenol (5.00 g, 22.9 mmol) in MeOH (120 mL) was added tin(II) chloride dihydrate (15.53 g, 68.8 mmol). The reaction mixture was heated at reflux and monitored by LC/MS. When significant reduction was complete, the reaction mixture was cooled to rt, poured over ice, and made basic (pH 9) with 50% saturated NaHCO3. The aqueous layer was extracted with EtOAc (2×150 mL) and the combined extracts washed with brine, dried over MgSO4, filtered, and concentrated i... Reaction conditions: time 8 hour. The product is C(C)(=O)C=1OC2=C(C1N)C(=C(C=C2)O)Br (2-acetyl-3-amino-4-bromo-5-hydroxy-benzofuran). The reactants are C(C)(=O)C=1OC2=C(C1N)C(=C(C=C2)OC(=O)C)Br (2-acetyl-3-amino-4-bromo-5-acetoxyl-benzofuran), Cl (hydrochloric acid), C(=O)([O-])[O-].[K+].[K+] (K2CO3). Solvent: CO (MeOH), O (water). Reaction SMILES: [C:1]([C:4]1[O:5][C:6]2[CH:13]=[CH:12][C:11]([O:14]C(C)=O)=[C:10]([Br:18])[C:7]=2[C:8]=1[NH2:9])(=[O:3])[CH3:2].C([O-])([O-])=O.[K+].[K+].Cl>CO.O>[C:1]([C:4]1[O:5][C:6]2[CH:13]=[CH:12][C:11]([OH:14])=[C:10]([Br:18])[C:7]=2[C:8]=1[NH2:9])(=[O:3])[CH3:2] |f:1.2.3|. Isolated yield 98.7%. Reported procedure: To a mixture of 12E (6.8 g, 0.021 mol) in MeOH (40 mL) and water (20 mL) was added K2CO3 (4.5 g, 0.032 mol) in batches at room temperature. The reaction mixture was stirred at room temperature overnight, then neutralized with diluted hydrochloric acid to pH=6˜7, extracted with ethyl acetate, dried and concentrated to give 12F (5.6 g, 95.1% yield).